From a dataset of the Open Reaction Database (ORD), a public repository of structured organic reaction records. describe an organic reaction: reactants, conditions, products, and yield Reactants: Brc1cccc2c1CC(N(Cc1ccccc1)Cc1ccccc1)CC2, COc1ncc(B(O)O)cn1, CS(C)=O. Product: COc1ncc(-c2cccc3c2CC(N(Cc2ccccc2)Cc2ccccc2)CC3)cn1. As a reaction SMILES: [CH2:1]([c:2]1[cH:3][cH:4][cH:5][cH:6][cH:7]1)[N:8]([CH:9]1[CH2:10][c:11]2[c:12]([Br:19])[cH:13][cH:14][cH:15][c:16]2[CH2:17][CH2:18]1)[CH2:20][c:21]1[cH:22][cH:23][cH:24][cH:25][cH:26]1.[CH3:27][O:28][c:29]1[n:30][cH:31][c:32]([B:35]([OH:36])[OH:37])[cH:33][n:34]1.[CH3:38][S:39]([CH3:40])=[O:41]>>[CH2:1]([c:2]1[cH:3][cH:4][cH:5][cH:6][cH:7]1)[N:8]([CH:9]1[CH2:10][c:11]2[c:12](-[c:32]3[cH:31][n:30][c:29]([O:28][CH3:27])[n:34][cH:33]3)[cH:13][cH:14][cH:15][c:16]2[CH2:17][CH2:18]1)[CH2:20][c:21]1[cH:22][cH:23][cH:24][cH:25][cH:26]1. The reactants are CC(C)(OC(=O)N(C[C@@H](C=1C=NC=CC1)O)CCC1=CC=C(C=C1)NS(=O)(=O)C1=CC=C(C=C1)C1=CN=C(O1)CCC1CCCC1)C ((R)-N-[4-[2-[N-(1,1-Dimethylethoxycarbonyl)-N-[2-Hydroxy-2-(Pyridin-3-Yl)Ethyl]Amino]Ethyl]Phenyl]-4-[2-(2-Cyclopentylethyl)Oxazol-5-yl]Benzenesulfonamide), Cl (hydrogen chloride). Yields the product O[C@@H](CNCCC1=CC=C(C=C1)NS(=O)(=O)C1=CC=C(C=C1)C1=CN=C(O1)CCC1CCCC1)C=1C=NC=CC1 ((R)-N-[4-[2-[[2-Hydroxy-2-(Pyridin-3-Yl)Ethyl]Amino]-Ethyl]Phenyl]-4-[2-(2-Cyclopentylethyl)Oxazol-5-Yl]Benzenesulfonamide). The yield is 89.2%. As a reaction SMILES: CC(C)(OC([N:7]([CH2:17][CH2:18][C:19]1[CH:24]=[CH:23][C:22]([NH:25][S:26]([C:29]2[CH:34]=[CH:33][C:32]([C:35]3[O:39][C:38]([CH2:40][CH2:41][CH:42]4[CH2:46][CH2:45][CH2:44][CH2:43]4)=[N:37][CH:36]=3)=[CH:31][CH:30]=2)(=[O:28])=[O:27])=[CH:21][CH:20]=1)[CH2:8][C@H:9]([OH:16])[C:10]1[CH:11]=[N:12][CH:13]=[CH:14][CH:15]=1)=O)C.Cl>>[OH:16][C@H:9]([C:10]1[CH:11]=[N:12][CH:13]=[CH:14][CH:15]=1)[CH2:8][NH:7][CH2:17][CH2:18][C:19]1[CH:20]=[CH:21][C:22]([NH:25][S:26]([C:29]2[CH:34]=[CH:33][C:32]([C:35]3[O:39][C:38]([CH2:40][CH2:41][CH:42]4[CH2:46][CH2:45][CH2:44][CH2:43]4)=[N:37][CH:36]=3)=[CH:31][CH:30]=2)(=[O:28])=[O:27])=[CH:23][CH:24]=1. Procedure details: (R)-N-[4-[2-[N-(1,1-dimethylethoxycarbonyl)-N-[2-hydroxy-2-(pyridin-3-yl)ethyl]amino]ethyl]phenyl]-4-[2-(2-cyclopentylethyl)oxazol_ 5-yl]benzenesulfonamide (740 mg, 1.12 mmol) from Step D was treated with freshly prepared methanolic hydrogen chloride (5 mL) overnight. The solvent was removed under reduced pressure and the free base was isolated by column chromatography on silica gel (eluent: 1:9 10% ammonium hydroxide in methanol:methylene chloride) to afford the title compound as a white solid ... Starting materials: C1(CC1)N (cyclopropylamine), ClC1=CC=2C3=C(N(C2C=C1)C=C(C)C1=CC=NC=C1)CCN(C3)C (8-Chloro-2-methyl-5-(2-pyridin-4-yl-propenyl)-2,3,4,5-tetrahydro-1H-pyrido[4,3-b]indole), CC(C)([O-])C.[Na+] (sodium tertbutoxide), 2-di-tertbutylphosphino-2′-4′-6′-triisopropylbiphenyl. The reagents and catalysts are C(C)(=O)[O-].[Pd+2].C(C)(=O)[O-] (palladium acetate). Reaction conditions: temperature 100 celsius. The product is C1(CC1)NC1=CC=2C3=C(N(C2C=C1)\C=C(/C)\C1=CC=NC=C1)CCN(C3)C ((E)-N-cyclopropyl-2-methyl-5-(2-(pyridin-4-yl)prop-1-enyl)-2,3,4,5-tetrahydro-1H-pyrido[4,3-b]indol-8-amine). The yield is 3.1%. As a reaction SMILES: Cl[C:2]1[CH:10]=[CH:9][C:8]2[N:7]([CH:11]=[C:12]([C:14]3[CH:19]=[CH:18][N:17]=[CH:16][CH:15]=3)[CH3:13])[C:6]3[CH2:20][CH2:21][N:22]([CH3:24])[CH2:23][C:5]=3[C:4]=2[CH:3]=1.CC(C)([O-])C.[Na+].[CH:31]1([NH2:34])[CH2:33][CH2:32]1>C([O-])(=O)C.[Pd+2].C([O-])(=O)C>[CH:31]1([NH:34][C:2]2[CH:10]=[CH:9][C:8]3[N:7](/[CH:11]=[C:12](/[C:14]4[CH:19]=[CH:18][N:17]=[CH:16][CH:15]=4)\[CH3:13])[C:6]4[CH2:20][CH2:21][N:22]([CH3:24])[CH2:23][C:5]=4[C:4]=3[CH:3]=2)[CH2:33][CH2:32]1 |f:1.2,4.5.6|. Reported procedure: 8-Chloro-2-methyl-5-(2-pyridin-4-yl-propenyl)-2,3,4,5-tetrahydro-1H-pyrido[4,3-b]indole (0.100 g, 0.245 mmol), sodium tertbutoxide (0.283 g, 2.948 mmol), palladium acetate (0.010 g, 0.049 mmol) and 2-di-tertbutylphosphino-2′-4′-6′-triisopropylbiphenyl (0.031 g, 0.0735 mmol) were charged in a reaction bottle which was evacuated and back filled with nitrogen for 5 min. Dry toluene (2 mL) was added under nitrogen atmosphere. Finally, cyclopropylamine (24.3 mg, 0.343 mmol) was added to the reaction ... Reactants: [Na+].NC1=CC=C2C=C(C=C(C2=C1)S(=O)(=O)[O-])S(=O)(=O)O (7-amino-1,3-naphthalenedisulfonic acid monosodium salt), Cl (hydrochloric acid), [OH-].[Na+] (sodium hydroxide), [N+](=O)([O-])C=1C=C(C(=O)Cl)C=CC1 (m-nitrobenzoyl chloride). Run in O (water), O (water). Run at time 8 hour. Yields the product [Na+].[Na+].[N+](=O)([O-])C=1C=C(C(=O)NC2=CC=C3C=C(C=C(C3=C2)S(=O)(=O)[O-])S(=O)(=O)[O-])C=CC1 (7-(m-nitrobenzamido)-1,3-naphthalenedisulfonic acid disodium salt). RXN SMILES: [Na+:1].[NH2:2][C:3]1[CH:12]=[C:11]2[C:6]([CH:7]=[C:8]([S:17]([OH:20])(=[O:19])=[O:18])[CH:9]=[C:10]2[S:13]([O-:16])(=[O:15])=[O:14])=[CH:5][CH:4]=1.[OH-].[Na+].[N+:23]([C:26]1[CH:27]=[C:28]([CH:32]=[CH:33][CH:34]=1)[C:29](Cl)=[O:30])([O-:25])=[O:24].Cl>O>[Na+:1].[Na+:1].[N+:23]([C:26]1[CH:27]=[C:28]([CH:32]=[CH:33][CH:34]=1)[C:29]([NH:2][C:3]1[CH:12]=[C:11]2[C:6]([CH:7]=[C:8]([S:17]([O-:20])(=[O:19])=[O:18])[CH:9]=[C:10]2[S:13]([O-:16])(=[O:15])=[O:14])=[CH:5][CH:4]=1)=[O:30])([O-:25])=[O:24] |f:0.1,2.3,7.8.9|. Procedure details: A 52.2 g portion of 7-amino-1,3-naphthalenedisulfonic acid monosodium salt (technical) is suspended in 80 ml of water and 160 ml of 1N sodium hydroxide is added, then 60.0 g of m-nitrobenzoyl chloride is added all at once (a large lump of crystalline solid is separated on addition of the acid chloride). The mixture is diluted with an additional 80 ml of water and a second 160 ml portion of 1N sodium hydroxide is added after brief initial shaking. Shaking is continued and the latter addition of s... Starting materials: BrC=1C=CC(=C(C=O)C1)C(F)(F)Br (5-Bromo-2-[bromo(difluoro)methyl]benzaldehyde), OC1=C(C=CC=C1)C1=CC=CC(=N1)N1N=CC(=C1C(F)(F)F)C(=O)OCC (Ethyl 1-[6-(2-hydroxylphenyl)pyridine-2-yl]-5-trifluoromethyl-1H-pyrazole-4-carboxylate). Product: BrC1=CC(=C(C=C1)C(OC1=C(C=CC=C1)C1=CC=CC(=N1)N1N=CC(=C1C(F)(F)F)C(=O)OCC)(F)F)C=O (Ethyl 1-(6-{2-[(4-bromo-2-formylphenyl)(difluoro)methoxy]phenyl}pyridin-2-yl)-5-(trifluoromethyl)-1H-pyrazole-4-carboxylate). As a reaction SMILES: [Br:1][C:2]1[CH:3]=[CH:4][C:5]([C:10](Br)([F:12])[F:11])=[C:6]([CH:9]=1)[CH:7]=[O:8].[OH:14][C:15]1[CH:20]=[CH:19][CH:18]=[CH:17][C:16]=1[C:21]1[N:26]=[C:25]([N:27]2[C:31]([C:32]([F:35])([F:34])[F:33])=[C:30]([C:36]([O:38][CH2:39][CH3:40])=[O:37])[CH:29]=[N:28]2)[CH:24]=[CH:23][CH:22]=1>>[Br:1][C:2]1[CH:3]=[CH:4][C:5]([C:10]([F:12])([F:11])[O:14][C:15]2[CH:20]=[CH:19][CH:18]=[CH:17][C:16]=2[C:21]2[N:26]=[C:25]([N:27]3[C:31]([C:32]([F:35])([F:34])[F:33])=[C:30]([C:36]([O:38][CH2:39][CH3:40])=[O:37])[CH:29]=[N:28]3)[CH:24]=[CH:23][CH:22]=2)=[C:6]([CH:7]=[O:8])[CH:9]=1. Procedure details: By analogy to Example 300 Step A, reaction of the title compound from Example 302 Step C with the title compound from Example 1 Step B provided the title compound: LCMS m/z 592.5 [M−F]+.